Dataset: the Open Reaction Database (ORD), a public repository of structured organic reaction records. Task: describe an organic reaction: reactants, conditions, products, and yield The reactants are C=C1CC(=O)O1 (diketene), C1(CCCCCC1)N (cycloheptylamine). The solvent is O1CCCC1 (tetrahydrofuran). Conditions: temperature 6 celsius, time 4 hour. Yields the product C1(CCCCCC1)NC(CC(C)=O)=O (N-cycloheptyl-acetylacetamide). The yield is 68.9%. RXN SMILES: [CH2:1]=[C:2]1[O:6][C:4](=[O:5])[CH2:3]1.[CH:7]1([NH2:14])[CH2:13][CH2:12][CH2:11][CH2:10][CH2:9][CH2:8]1>O1CCCC1>[CH:7]1([NH:14][C:4](=[O:5])[CH2:3][C:2](=[O:6])[CH3:1])[CH2:13][CH2:12][CH2:11][CH2:10][CH2:9][CH2:8]1. Procedure details: 37.1 g of diketene were added with stirring over 15 minutes to a mixture of 50 g of cycloheptylamine and 600 ml of tetrahydrofuran cooled to 6° C. and the mixture was stirred for 4 hours at room temperature. The mixture was distilled to dryness under reduced pressure and the residue was chromatographed over silica gel with elution with an 8-2 methylene chloride-acetone mixture to obtain 60 g of N-cycloheptyl-acetylacetamide melting at 52° C. 40 g of the said product and 1 g of p-toluene sulfonic... Reactants: CC1=C(C=C(C(=C1)[N+](=O)[O-])C)C(C=C(C)N(C)C)=O (1-(2,5-dimethyl-4-nitrophenyl)-3-(dimethylamino)but-2-en-1-one), Cl.NO (hydroxylamine monohydrochloride), CC1=C(C=C(C(=C1)[N+](=O)[O-])C)C1=CC(=NO1)C (5-(2,5-dimethyl-4-nitrophenyl)-3-methylisoxazole). The reagents and catalysts are [Pd] (Pd/C). Solvent: C(C)O (ethanol), CO (methanol). Conditions: temperature 100 celsius, time 8 hour. Yields the product CC1=C(N)C=C(C(=C1)C1=CC(=NO1)C)C (2,5-dimethyl-4-(3-methylisoxazol-5-yl)aniline). Reaction SMILES: [CH3:1][C:2]1[CH:7]=[C:6]([N+:8]([O-])=O)[C:5]([CH3:11])=[CH:4][C:3]=1[C:12](=[O:19])[CH:13]=[C:14]([N:16](C)C)[CH3:15].Cl.NO.CC1C=C([N+]([O-])=O)C(C)=CC=1C1ON=C(C)C=1>C(O)C.CO.[Pd]>[CH3:11][C:5]1[CH:4]=[C:3]([C:12]2[O:19][N:16]=[C:14]([CH3:15])[CH:13]=2)[C:2]([CH3:1])=[CH:7][C:6]=1[NH2:8] |f:1.2|. Procedure: A mixture of 1-(2,5-dimethyl-4-nitrophenyl)-3-(dimethylamino)but-2-en-1-one (Step 2, 100 mg, 0.38 mmol) and hydroxylamine monohydrochloride (132 mg, 1.9 mmol) in ethanol (3 mL) was heated in a microwave at 100° C. for 15 min. The obtained 5-(2,5-dimethyl-4-nitrophenyl)-3-methylisoxazole was dissolved in methanol (10 mL). To this solution was added Pd/C (10%). The reaction mixture was degassed and purged with H2 for several times and stirred under H2 (1 atm.) overnight. The mixture was filtered a... Starting materials: CCO.C[C@H]1C=2C=CC=C(C2C(=O)C3=C([C@]4([C@@H]([C@H]([C@H]13)O)[C@@H](C(=C(C4=O)C(=O)N)O)N(C)C)O)O)O.O.Cl (Doxycycline Hyclate), C[C@@H]1[C@H]2[C@@H]([C@H]3[C@@H](C(=O)C(=C([C@]3(C(=O)C2=C(C4=C1C=CC=C4O)O)O)O)C(=O)N)N(C)C)O.O (Doxycycline Monohydrate). The product is C[C@H]1C=2C=CC=C(C2C(=O)C3=C([C@]4([C@@H]([C@H]([C@H]13)O)[C@@H](C(=C(C4=O)C(=O)N)O)N(C)C)O)O)O (Doxycycline). Reaction SMILES: CCO.[CH3:4][C@@H:5]1[C@@H:19]2[C:14](=[C:15]([OH:34])[C@:16]3([OH:33])[C:24](=[O:25])[C:23]([C:26]([NH2:28])=[O:27])=[C:22]([OH:29])[C@@H:21]([N:30]([CH3:32])[CH3:31])[C@@H:17]3[C@H:18]2[OH:20])[C:12](=[O:13])[C:11]2[C:10]([OH:35])=[CH:9][CH:8]=[CH:7][C:6]1=2.O.Cl.C[C@H]1C2C=CC=C(O)C=2C(O)=C2[C@@H]1[C@H](O)[C@@H]1[C@](O)(C2=O)C(O)=C(C(N)=O)C(=O)[C@H]1N(C)C.O>>[CH3:4][C@@H:5]1[C@@H:19]2[C:14](=[C:15]([OH:34])[C@:16]3([OH:33])[C:24](=[O:25])[C:23]([C:26]([NH2:28])=[O:27])=[C:22]([OH:29])[C@@H:21]([N:30]([CH3:31])[CH3:32])[C@@H:17]3[C@H:18]2[OH:20])[C:12](=[O:13])[C:11]2[C:10]([OH:35])=[CH:9][CH:8]=[CH:7][C:6]1=2 |f:0.1.2.3,4.5|. Procedure: A similar compatibility study was conducted for Doxycycline Hyclate and Doxycycline Monohydrate. The reactants are COC(=O)C1=C(C2=CC3=CC(=CC=C3N2N(C1=O)CC1=CC=C(C=C1)F)F)O (7-fluoro-4-(4-fluoro-benzyl)-1-hydroxy-3-oxo-3,4-dihydro-4,4a-diaza-fluorene-2-carboxylic acid methyl ester), NCC(=O)[O-].[Na+] (sodium glycinate). The product is FC1=CC=C2N3N(C(C(=C(C3=CC2=C1)O)C(=O)NCC(=O)O)=O)CC1=CC=C(C=C1)F ({[7-Fluoro-4-(4-fluoro-benzyl)-1-hydroxy-3-oxo-3,4-dihydro-4,4a-diaza-fluorene-2-carbonyl]-amino}-acetic acid). RXN SMILES: CO[C:3]([C:5]1[C:17](=[O:18])[N:16]([CH2:19][C:20]2[CH:25]=[CH:24][C:23]([F:26])=[CH:22][CH:21]=2)[N:15]2[C:7](=[CH:8][C:9]3[C:14]2=[CH:13][CH:12]=[C:11]([F:27])[CH:10]=3)[C:6]=1[OH:28])=[O:4].[NH2:29][CH2:30][C:31]([O-:33])=[O:32].[Na+]>>[F:27][C:11]1[CH:10]=[C:9]2[C:14]([N:15]3[C:7](=[CH:8]2)[C:6]([OH:28])=[C:5]([C:3]([NH:29][CH2:30][C:31]([OH:33])=[O:32])=[O:4])[C:17](=[O:18])[N:16]3[CH2:19][C:20]2[CH:25]=[CH:24][C:23]([F:26])=[CH:22][CH:21]=2)=[CH:13][CH:12]=1 |f:1.2|. Procedure: Prepared according to the glycinolysis condition used in Example 1 step d) from 7-fluoro-4-(4-fluoro-benzyl)-1-hydroxy-3-oxo-3,4-dihydro-4,4a-diaza-fluorene-2-carboxylic acid methyl ester (1.0 eq.) and sodium glycinate (15 eq.). ESI (m/z): 428 (M+H)+. The reactants are C(C)(C)C(C(=O)Cl)C1=CC=C(C=C1)OC(F)(F)F (α-isopropyl-4-trifluoromethoxyphenylacetyl chloride), C(#N)C(C1=CC(=CC=C1)OC1=CC=CC=C1)O (α-cyano-m-phenoxybenzyl alcohol), N1=CC=CC=C1 (pyridine). The solvent is CCOCC (ether), CCOCC (ether). Reaction conditions: time 8 hour. The product is C(C)(C)C(C(=O)OC(C1=CC(=CC=C1)OC1=CC=CC=C1)C#N)C1=CC=C(C=C1)OC(F)(F)F (α-cyano-m-phenoxybenzyl α-isopropyl-4-(trifluoromethoxy)phenylacetate). Isolated yield 39.5%. As a reaction SMILES: [CH:1]([CH:4]([C:8]1[CH:13]=[CH:12][C:11]([O:14][C:15]([F:18])([F:17])[F:16])=[CH:10][CH:9]=1)[C:5](Cl)=[O:6])([CH3:3])[CH3:2].[C:19]([CH:21]([OH:35])[C:22]1[CH:27]=[CH:26][CH:25]=[C:24]([O:28][C:29]2[CH:34]=[CH:33][CH:32]=[CH:31][CH:30]=2)[CH:23]=1)#[N:20].N1C=CC=CC=1>CCOCC>[CH:1]([CH:4]([C:8]1[CH:13]=[CH:12][C:11]([O:14][C:15]([F:18])([F:17])[F:16])=[CH:10][CH:9]=1)[C:5]([O:35][CH:21]([C:19]#[N:20])[C:22]1[CH:27]=[CH:26][CH:25]=[C:24]([O:28][C:29]2[CH:30]=[CH:31][CH:32]=[CH:33][CH:34]=2)[CH:23]=1)=[O:6])([CH3:3])[CH3:2]. Procedure details: A solution of α-isopropyl-4-trifluoromethoxyphenylacetyl chloride (4.58 mmole) in ether (5 ml) is added to a ether (20 ml) solution of α-cyano-m-phenoxybenzyl alcohol (4.58 mmole) and pyridine (0.5 ml). The mixture is stirred overnight and filtered. The filtrate and the washings are evaporated and the residual oil is purified on 5×2 mm silica gel plates using 1:1 methylenechloride-hexane as eluent. The band with Rf=0.55 is extracted with ether and evaporated to give the desired ester (0.85 g).